From a dataset of the Open Reaction Database (ORD), a public repository of structured organic reaction records. describe an organic reaction: reactants, conditions, products, and yield Starting materials: C([O-])([O-])=O.[K+].[K+] (Potassium carbonate), S(O)(O)(=O)=O (sulfuric acid), C(#N)CC(=O)N (2-cyanoacetamide), N(=O)[O-].[Na+] (sodium nitrite), S(=O)(=O)(OCC)OCC (diethyl sulfate). Run in O (water), O (water). Conditions: temperature 5 celsius, time 2 hour. Product: C(#N)C(C(=O)N)=NOCC (2-cyano-2-ethoxyimino-acetamide). Yield: 83740.9%. Reaction SMILES: S(=O)(=O)(O)O.[C:6]([CH2:8][C:9]([NH2:11])=[O:10])#[N:7].[N:12]([O-:14])=O.[Na+].C(=O)([O-])[O-].[K+].[K+].S(OCC)(O[CH2:26][CH3:27])(=O)=O>O>[C:6]([C:8](=[N:12][O:14][CH2:26][CH3:27])[C:9]([NH2:11])=[O:10])#[N:7] |f:2.3,4.5.6|. Procedure: 62.5% sulfuric acid (69.5 g, 0.44 mol) was added dropwise to a suspension of 2-cyanoacetamide (84 g, 1 mol) and sodium nitrite (82.8 g, 1.2 mol) in water (130 ml), at 35° to 40° C., and the mixture was allowed to react for 3.5 hrs. Potassium carbonate (73.3 g, 0.52 mol) in water (91 ml) was added thereto and then diethyl sulfate (16.9 g, 1.1 mmol) was added dropwise at 35° to 40° C. After completion of the addition, the reaction mixture was stirred at the same temperature for 2 hrs. and cooled t... Yields the product C1(=C(C(=CC(=C1)C)C)B(C1=CC=C(C=C1)B(C1=C(C=C(C=C1C)C)C)C1=C(C=C(C=C1C)C)C)C1=C(C=C(C=C1C)C)C)C (1,4-bis(dimesitylboryl)benzene). Starting materials: BrB(C1=CC=C(C=C1)B(Br)Br)Br (1,4-bis(dibromoboryl)benzene), C(C)(C)(C)[Li] (t-butyllithium), BrC1=C(C=C(C=C1C)C)C (bromomesitylene), O (water). Procedure details: 2 equivalents (0.08 mol) of t-butyllithium in pentane are added over the course of one hour at 0° C. to a solution of 8 g (0.04 mol) of bromomesitylene in 100 ml of hexane. The mixture is refluxed for 3 hours. After cooling to 0° C., a solution of 4.17 g (0.01 mol) of 1,4-bis(dibromoboryl)benzene in 80 ml of hexan is added to the mixture and the batch is refluxed overnight. The thick suspension produced is poured into 200 ml of water and subjected twice to extraction with 50 ml of hexane. The co... RXN SMILES: [C:1]([Li])([CH3:4])([CH3:3])[CH3:2].Br[C:7]1[C:12]([CH3:13])=[CH:11][C:10]([CH3:14])=[CH:9][C:8]=1[CH3:15].Br[B:17](Br)[C:18]1[CH:23]=[CH:22][C:21]([B:24](Br)Br)=[CH:20][CH:19]=1.O>CCCCC.CCCCCC>[C:1]1([CH3:4])[CH:3]=[C:12]([CH3:11])[CH:7]=[C:8]([CH3:9])[C:2]=1[B:17]([C:7]1[C:12]([CH3:13])=[CH:11][C:10]([CH3:14])=[CH:9][C:8]=1[CH3:15])[C:18]1[CH:23]=[CH:22][C:21]([B:24]([C:7]2[C:12]([CH3:13])=[CH:11][C:10]([CH3:14])=[CH:9][C:8]=2[CH3:15])[C:7]2[C:12]([CH3:13])=[CH:11][C:10]([CH3:14])=[CH:9][C:8]=2[CH3:15])=[CH:20][CH:19]=1. The solvent is CCCCCC (hexan), CCCCC (pentane), CCCCCC (hexane). Conditions: temperature 0 celsius. Yield: 52.2%. The reactants are O.[OH-].[Li+] (Lithium hydroxide monohydrate), COC(=O)C=1C(=NC2=CC(=CC=C2C1)OC)OCC[C@@H]1CC[C@H](CC1)NC(=O)C=1C=CC2=C(NC(CS2)=O)C1 (7-methoxy-2-(2-{trans-4-[(3-oxo-3,4-dihydro-2H-benzo[1,4]thiazine-6-carbonyl)-amino]-cyclohexyl}-ethoxy)-quinoline-3-carboxylic acid methyl ester). Run in O1CCCC1.O (tetrahydrofuran water). Reaction conditions: time 15 hour. Product: COC1=CC=C2C=C(C(=NC2=C1)OCC[C@@H]1CC[C@H](CC1)NC(=O)C=1C=CC2=C(NC(CS2)=O)C1)C(=O)O (7-methoxy-2-(2-{trans-4-[(3-oxo-3,4-dihydro-2H-benzo[1,4]thiazine-6-carbonyl)-amino]-cyclohexyl}-ethoxy)-quinoline-3-carboxylic acid). RXN SMILES: O.[OH-].[Li+].C[O:5][C:6]([C:8]1[C:9]([O:20][CH2:21][CH2:22][C@H:23]2[CH2:28][CH2:27][C@H:26]([NH:29][C:30]([C:32]3[CH:33]=[CH:34][C:35]4[S:40][CH2:39][C:38](=[O:41])[NH:37][C:36]=4[CH:42]=3)=[O:31])[CH2:25][CH2:24]2)=[N:10][C:11]2[C:16]([CH:17]=1)=[CH:15][CH:14]=[C:13]([O:18][CH3:19])[CH:12]=2)=[O:7]>O1CCCC1.O>[CH3:19][O:18][C:13]1[CH:12]=[C:11]2[C:16]([CH:17]=[C:8]([C:6]([OH:7])=[O:5])[C:9]([O:20][CH2:21][CH2:22][C@H:23]3[CH2:28][CH2:27][C@H:26]([NH:29][C:30]([C:32]4[CH:33]=[CH:34][C:35]5[S:40][CH2:39][C:38](=[O:41])[NH:37][C:36]=5[CH:42]=4)=[O:31])[CH2:25][CH2:24]3)=[N:10]2)=[CH:15][CH:14]=1 |f:0.1.2,4.5|. Procedure details: Lithium hydroxide monohydrate (18 mg, 0.42 mmol, 1.5 eq) is added at room temperature to a stirred solution of 7-methoxy-2-(2-{trans-4-[(3-oxo-3,4-dihydro-2H-benzo[1,4]thiazine-6-carbonyl)-amino]-cyclohexyl}-ethoxy)-quinoline-3-carboxylic acid methyl ester (173 mg, 0.28 mmol, 1.0 eq) in a mixture of tetrahydrofuran/water (6 mL, 2:1, v/v). After stirring at room temperature for 15 hours, solvents are evaporated and the residue is acidified to pH 5 with 0.5N hydrochloric acid aqueous solution and ... Starting materials: O=C([O-])[O-], CC(=O)Cl, CC#N, CO, Cl, Nc1ncnn2c(C(=O)C3CCNC3)cc(-c3ccc4cn(Cc5ccccc5)nc4c3)c12, [Na+], [Na+]. Product: CC(=O)N1CCC(C(=O)c2cc(-c3ccc4cn(Cc5ccccc5)nc4c3)c3c(N)ncnn23)C1. As a reaction SMILES: [C:35](=[O:36])([O-:37])[O-:38].[CH3:41][C:42]([Cl:43])=[O:44].[CH3:45][C:46]#[N:47].[CH3:48][OH:49].[ClH:1].[NH2:2][c:3]1[n:4][cH:5][n:6][n:7]2[c:8]1[c:9](-[c:19]1[cH:20][cH:21][c:22]3[cH:23][n:24]([CH2:28][c:29]4[cH:30][cH:31][cH:32][cH:33][cH:34]4)[n:25][c:26]3[cH:27]1)[cH:10][c:11]2[C:12](=[O:13])[CH:14]1[CH2:15][NH:16][CH2:17][CH2:18]1.[Na+:39].[Na+:40]>>[NH2:2][c:3]1[n:4][cH:5][n:6][n:7]2[c:8]1[c:9](-[c:19]1[cH:20][cH:21][c:22]3[cH:23][n:24]([CH2:28][c:29]4[cH:30][cH:31][cH:32][cH:33][cH:34]4)[n:25][c:26]3[cH:27]1)[cH:10][c:11]2[C:12](=[O:13])[CH:14]1[CH2:15][N:16]([C:42]([CH3:41])=[O:44])[CH2:17][CH2:18]1.